describe an organic reaction: reactants, conditions, products, and yield From a dataset of the Open Reaction Database (ORD), a public repository of structured organic reaction records. Reactants: CC1=CC=C(C(=O)C#N)C=C1 (4-methylbenzoylcyanide), CN1C(=CC=C1)CC(=O)OC (methyl 1-methylpyrrole-2-acetate), ClC(C(=O)O)(Cl)Cl (trichloroacetic acid). Solvent: CCOCC (ether). The product is C(#N)C(C1=CC=C(N1C)CC(=O)OC)(C1=CC=C(C=C1)C)O (methyl 5-[cyanohydroxy(4-methylphenyl)-methyl]-1-methylpyrrole-2-acetate). Yield: 15.4%. As a reaction SMILES: [CH3:1][C:2]1[CH:11]=[CH:10][C:5]([C:6]([C:8]#[N:9])=[O:7])=[CH:4][CH:3]=1.[CH3:12][N:13]1[CH:17]=[CH:16][CH:15]=[C:14]1[CH2:18][C:19]([O:21][CH3:22])=[O:20].ClC(Cl)(Cl)C(O)=O>CCOCC>[C:8]([C:6]([OH:7])([C:5]1[CH:10]=[CH:11][C:2]([CH3:1])=[CH:3][CH:4]=1)[C:17]1[N:13]([CH3:12])[C:14]([CH2:18][C:19]([O:21][CH3:22])=[O:20])=[CH:15][CH:16]=1)#[N:9]. Procedure: A solution of 1.45 g (0.01 mole) of 4-methylbenzoylcyanide, 1.5 g (0.01 mole) of methyl 1-methylpyrrole-2-acetate and 40 mg (0.25 mmoles) of trichloroacetic acid in 4 ml of ether was stirred at 25° under nitrogen for 21 days. The precipitated solid was collected by filtration and washed with cold ether, than hexane. The combined filtrates were evaporated in vacuo. A second crop of crystals was taken from hexane. After recrystallization from toluene:hexane was obtained, 0.46 g (16 percent yield) ...